Dataset: the Open Reaction Database (ORD), a public repository of structured organic reaction records. Task: describe an organic reaction: reactants, conditions, products, and yield Reactants: C[Si](C)(C)C#N (trimethylsilylcyanide), ClC1=C(CC2=C([N+](C=3C2=NC=CC3)(C(=O)OCC)[O-])C)C=CC(=C1)Cl (ethyl 3-(2,4-dichlorobenzyl)-2-methylpyrrolo[3,2-b]pyridine-1-carboxylate N-oxide), C(O)([O-])=O.[Na+] (sodium hydrogencarbonate). Solvent: C(C)N(CC)CC (triethylamine). Yields the product ClC1=C(CC2=C(N(C=3C2=NC(=CC3)C#N)C(=O)OCC)C)C=CC(=C1)Cl (Ethyl 3-(2,4-dichlorobenzyl)-5-cyano-2-methylpyrrolo[3,2-b]pyridine-1-carboxylate). Yield: 48.1%. As a reaction SMILES: [Cl:1][C:2]1[CH:24]=[C:23]([Cl:25])[CH:22]=[CH:21][C:3]=1[CH2:4][C:5]1[C:9]2=[N:10][CH:11]=[CH:12][CH:13]=[C:8]2[N+:7]([O-])([C:14]([O:16][CH2:17][CH3:18])=[O:15])[C:6]=1[CH3:20].C[Si]([C:30]#[N:31])(C)C.C(=O)([O-])O.[Na+]>C(N(CC)CC)C>[Cl:1][C:2]1[CH:24]=[C:23]([Cl:25])[CH:22]=[CH:21][C:3]=1[CH2:4][C:5]1[C:9]2=[N:10][C:11]([C:30]#[N:31])=[CH:12][CH:13]=[C:8]2[N:7]([C:14]([O:16][CH2:17][CH3:18])=[O:15])[C:6]=1[CH3:20] |f:2.3|. Procedure: To a suspension of ethyl 3-(2,4-dichlorobenzyl)-2-methylpyrrolo[3,2-b]pyridine-1-carboxylate N-oxide (414 mg) in anhydrous triethylamine (4 ml) was added trimethylsilylcyanide (704 mg) at room temperature in a nitrogen atmosphere, and the mixture was refluxed with heating overnight. The reaction mixture was cooled and a saturated aqueous sodium hydrogencarbonate solution was added. The mixture was extracted with ethyl acetate, and washed with water and saturated brine. The organic layer was drie... Procedure details: A mixture of 3-pyrrolidinecarboxylic acid (ABCR Product List; 36.0 mg, 0.312 mmol), and sodium hydride (60%; 9.99 mg, 0.250 mmol) in dimethyl sulfoxide (DMSO) (2 ml) were stirred at room temperature for 30 min. 1-Chloro-5-(5-{3-chloro-4-[(1-methylethyl)oxy]phenyl}-1,2,4-oxadiazol-3-yl)isoquinoline (D7; 50 mg, 0.125 mmol) was added and the reaction mixture was left to stir at 120° C. under nitrogen for 3 hours. The cooled reaction mixture was loaded onto an SCX column. The column was flushed with... Solvent: CS(=O)C (dimethyl sulfoxide), O1CCCC1 (tetrahydrofuran), O (water), CO (methanol). Yields the product ClC=1C=C(C=CC1OC(C)C)C1=NC(=NO1)C1=C2C=CN=C(C2=CC=C1)N1CC(CC1)C(=O)O (1-[5-(5-{3-Chloro-4-[(1-methylethyl)oxy]phenyl}-1,2,4-oxadiazol-3-yl)-1-isoquinolinyl]-3-pyrrolidinecarboxylic acid). As a reaction SMILES: [NH:1]1[CH2:5][CH2:4][CH:3]([C:6]([OH:8])=[O:7])[CH2:2]1.[H-].[Na+].Cl[C:12]1[C:21]2[C:16](=[C:17]([C:22]3[N:26]=[C:25]([C:27]4[CH:32]=[CH:31][C:30]([O:33][CH:34]([CH3:36])[CH3:35])=[C:29]([Cl:37])[CH:28]=4)[O:24][N:23]=3)[CH:18]=[CH:19][CH:20]=2)[CH:15]=[CH:14][N:13]=1.[OH-].[Li+]>CS(C)=O.O1CCCC1.O.CO>[Cl:37][C:29]1[CH:28]=[C:27]([C:25]2[O:24][N:23]=[C:22]([C:17]3[CH:18]=[CH:19][CH:20]=[C:21]4[C:16]=3[CH:15]=[CH:14][N:13]=[C:12]4[N:1]3[CH2:5][CH2:4][CH:3]([C:6]([OH:8])=[O:7])[CH2:2]3)[N:26]=2)[CH:32]=[CH:31][C:30]=1[O:33][CH:34]([CH3:36])[CH3:35] |f:1.2,4.5|. Isolated yield 15.0%. Starting materials: ClC1=NC=CC2=C(C=CC=C12)C1=NOC(=N1)C1=CC(=C(C=C1)OC(C)C)Cl (1-Chloro-5-(5-{3-chloro-4-[(1-methylethyl)oxy]phenyl}-1,2,4-oxadiazol-3-yl)isoquinoline), N1CC(CC1)C(=O)O (3-pyrrolidinecarboxylic acid), [H-].[Na+] (sodium hydride), [OH-].[Li+] (Lithium hydroxide). Conditions: time 30 minute.